This data is from the Open Reaction Database (ORD), a public repository of structured organic reaction records. The task is: describe an organic reaction: reactants, conditions, products, and yield Starting materials: CCCc1ncc[nH]1, CN(C)C=O, [H-], [Na+], Cc1ccc(S(=O)(=O)OCC2CC3c4cccc5[nH]cc(c45)CC3N(C)C2)cc1. Yields the product CCCc1nccn1CC1CC2c3cccc4[nH]cc(c34)CC2N(C)C1. Reaction SMILES: [CH2:3]([CH2:4][CH3:5])[c:6]1[nH:7][cH:8][cH:9][n:10]1.[CH3:40][N:41]([CH3:42])[CH:43]=[O:44].[H-:1].[Na+:2].[O:11]([S:12]([c:13]1[cH:14][cH:15][c:16]([CH3:17])[cH:18][cH:19]1)(=[O:20])=[O:21])[CH2:22][CH:23]1[CH2:24][N:25]([CH3:39])[CH:26]2[CH2:27][c:28]3[cH:29][nH:30][c:31]4[cH:32][cH:33][cH:34][c:35]([c:38]34)[CH:36]2[CH2:37]1>>[CH2:3]([CH2:4][CH3:5])[c:6]1[n:7]([CH2:22][CH:23]2[CH2:24][N:25]([CH3:39])[CH:26]3[CH2:27][c:28]4[cH:29][nH:30][c:31]5[cH:32][cH:33][cH:34][c:35]([c:38]45)[CH:36]3[CH2:37]2)[cH:8][cH:9][n:10]1. Reactants: CC1Oc2ccc(F)cc2NC(=O)C1NC(=O)OC(C)(C)C, O=C([O-])[O-], CN(C)C=O, [Cs+], [Cs+], O=S(=O)(OCC(F)(F)F)C(F)(F)F. The product is CC1Oc2ccc(F)cc2N(CC(F)(F)F)C(=O)C1NC(=O)OC(C)(C)C. Reaction SMILES: [C:1]([CH3:2])([CH3:3])([CH3:4])[O:5][C:6]([NH:7][CH:8]1[CH:9]([CH3:21])[O:10][c:11]2[c:12]([cH:16][c:17]([F:20])[cH:18][cH:19]2)[NH:13][C:14]1=[O:15])=[O:22].[C:36](=[O:37])([O-:38])[O-:39].[CH3:42][N:43]([CH3:44])[CH:45]=[O:46].[Cs+:40].[Cs+:41].[S:23]([O:24][CH2:31][C:32]([F:33])([F:34])[F:35])([C:25]([F:26])([F:27])[F:28])(=[O:29])=[O:30]>>[C:1]([CH3:2])([CH3:3])([CH3:4])[O:5][C:6]([NH:7][CH:8]1[CH:9]([CH3:21])[O:10][c:11]2[c:12]([cH:16][c:17]([F:20])[cH:18][cH:19]2)[N:13]([CH2:31][C:32]([F:33])([F:34])[F:35])[C:14]1=[O:15])=[O:22]. Starting materials: BrCC(=O)OCC (ethyl bromoacetate), S1C(=NC2=C1C=CC=C2)C=CC2=CC=C(C(=O)NC1=C(C=CC(=C1)CCCS(=O)(=O)C1=CC=C(C=C1)Cl)O)C=C2 (4-[2-(2-benzothiazolyl)vinyl]-5'-[3-(4-chlorophenylsulfonyl)propyl]-2'-hydroxybenzanilide), C([O-])([O-])=O.[K+].[K+] (potassium carbonate), CN(C=O)C (dimethylformamide). Run in O (Water). Reaction conditions: time 12 hour. Yields the product S1C(=NC2=C1C=CC=C2)C=CC2=CC=C(C(=O)NC1=C(OCC(=O)OCC)C=CC(=C1)CCCS(=O)(=O)C1=CC=C(C=C1)Cl)C=C2 (ethyl 2-[4-[2-(2-benzothiazolyl)vinyl]benzoylamino]-4-[3-(4-chlorophenylsulfonyl)propyl]phenoxyacetate). The yield is 61.5%. Reaction SMILES: Br[CH2:2][C:3]([O:5][CH2:6][CH3:7])=[O:4].[S:8]1[C:12]2[CH:13]=[CH:14][CH:15]=[CH:16][C:11]=2[N:10]=[C:9]1[CH:17]=[CH:18][C:19]1[CH:47]=[CH:46][C:22]([C:23]([NH:25][C:26]2[CH:31]=[C:30]([CH2:32][CH2:33][CH2:34][S:35]([C:38]3[CH:43]=[CH:42][C:41]([Cl:44])=[CH:40][CH:39]=3)(=[O:37])=[O:36])[CH:29]=[CH:28][C:27]=2[OH:45])=[O:24])=[CH:21][CH:20]=1.C(=O)([O-])[O-].[K+].[K+].CN(C)C=O>O>[S:8]1[C:12]2[CH:13]=[CH:14][CH:15]=[CH:16][C:11]=2[N:10]=[C:9]1[CH:17]=[CH:18][C:19]1[CH:47]=[CH:46][C:22]([C:23]([NH:25][C:26]2[CH:31]=[C:30]([CH2:32][CH2:33][CH2:34][S:35]([C:38]3[CH:39]=[CH:40][C:41]([Cl:44])=[CH:42][CH:43]=3)(=[O:37])=[O:36])[CH:29]=[CH:28][C:27]=2[O:45][CH2:2][C:3]([O:5][CH2:6][CH3:7])=[O:4])=[O:24])=[CH:21][CH:20]=1 |f:2.3.4|. Reported procedure: Under ice-cooling, ethyl bromoacetate (87 mg, 0.52 mmol) was added dropwise to a mixture of 4-[2-(2-benzothiazolyl)vinyl]-5'-[3-(4-chlorophenylsulfonyl)propyl]-2'-hydroxybenzanilide (307 mg, 0.52 mmol), potassium carbonate (145 mg, 1.05 mmol) and dimethylformamide (10 ml), and the resulting reaction solution was stirred at room temperature for 12 hours. Water was added to the reaction solution and the product formed was extracted with ethyl acetate. The resulting extract was washed with water an... Starting materials: C(C1=CC=CC=C1)N1CCC(CC1)N1C=CC(C2=CN=C3C(=C12)C=CN3COCC[Si](C)(C)C)=O (1-(1-Benzylpiperidin-4-yl)-7-{[2-(trimethylsilyl)ethoxy]methyl}-1H-pyrrolo[2,3-h][1,6]naphthyridin-4(7H)-one), C(Cl)(Cl)Cl.CO (chloroform methanol). The reagents and catalysts are [C].[Pd] (palladium-carbon). Solvent: CO (methanol). The product is N1CCC(CC1)N1C=CC(C2=CN=C3C(=C12)C=CN3COCC[Si](C)(C)C)=O (1-(Piperidin-4-yl)-7-{[2-(trimethylsilyl)ethoxy]methyl}-1H-pyrrolo[2,3-h][1,6]naphthyridin-4(7H)-one). The yield is 68.0%. RXN SMILES: C([N:8]1[CH2:13][CH2:12][CH:11]([N:14]2[C:23]3[C:18](=[CH:19][N:20]=[C:21]4[N:26]([CH2:27][O:28][CH2:29][CH2:30][Si:31]([CH3:34])([CH3:33])[CH3:32])[CH:25]=[CH:24][C:22]4=3)[C:17](=[O:35])[CH:16]=[CH:15]2)[CH2:10][CH2:9]1)C1C=CC=CC=1.C(Cl)(Cl)Cl.CO>CO.[C].[Pd]>[NH:8]1[CH2:13][CH2:12][CH:11]([N:14]2[C:23]3[C:18](=[CH:19][N:20]=[C:21]4[N:26]([CH2:27][O:28][CH2:29][CH2:30][Si:31]([CH3:33])([CH3:32])[CH3:34])[CH:25]=[CH:24][C:22]4=3)[C:17](=[O:35])[CH:16]=[CH:15]2)[CH2:10][CH2:9]1 |f:1.2,4.5|. Procedure details: 1-(1-Benzylpiperidin-4-yl)-7-{[2-(trimethylsilyl)ethoxy]methyl}-1H-pyrrolo[2,3-h][1,6]naphthyridin-4(7H)-one (341 mg, 0.697 mmol) in methanol was stirred with 5% palladium-carbon (500 mg) for one day under a hydrogen atmosphere. The reaction mixture was filtered, and the filtrate was concentrated under reduced pressure. The residue was purified by silica gel column chromatography (Hi Flash column amino type manufactured by Yamazen Corporation: chloroform/methanol=9/1/(v/v)) to give the title com... The reactants are CC(=O)NCCSC1=C(C(=O)OCc2ccc([N+](=O)[O-])cc2)N2C(=O)C(C(C)O)C2C1, C[Si](C)(C)Cl, c1ccncc1. The product is CC(=O)NCCSC1=C(C(=O)OCc2ccc([N+](=O)[O-])cc2)N2C(=O)C(C(C)O[Si](C)(C)C)C2C1. RXN SMILES: [C:1]([CH3:2])(=[O:3])[NH:4][CH2:5][CH2:6][S:7][C:8]1=[C:9]([C:19](=[O:20])[O:21][CH2:22][c:23]2[cH:24][cH:25][c:26]([N+:29](=[O:30])[O-:31])[cH:27][cH:28]2)[N:10]2[C:11](=[O:18])[CH:12]([CH:15]([CH3:16])[OH:17])[CH:13]2[CH2:14]1.[Cl:32][Si:33]([CH3:34])([CH3:35])[CH3:36].[cH:37]1[cH:38][cH:39][n:40][cH:41][cH:42]1>>[C:1]([CH3:2])(=[O:3])[NH:4][CH2:5][CH2:6][S:7][C:8]1=[C:9]([C:19](=[O:20])[O:21][CH2:22][c:23]2[cH:24][cH:25][c:26]([N+:29](=[O:30])[O-:31])[cH:27][cH:28]2)[N:10]2[C:11](=[O:18])[CH:12]([CH:15]([CH3:16])[O:17][Si:33]([CH3:34])([CH3:35])[CH3:36])[CH:13]2[CH2:14]1. Reactants: CC(C)(C)OC(=O)Nc1ccc(I)cc1[N+](=O)[O-], Cc1ccccc1I. The product is Cc1ccccc1-c1ccc(NC(=O)OC(C)(C)C)c([N+](=O)[O-])c1. RXN SMILES: [C:1]([CH3:2])([CH3:3])([CH3:4])[O:5][C:6]([NH:7][c:8]1[c:9]([N+:15](=[O:16])[O-:17])[cH:10][c:11]([I:14])[cH:12][cH:13]1)=[O:18].[I:19][c:20]1[c:21]([CH3:26])[cH:22][cH:23][cH:24][cH:25]1>>[C:1]([CH3:2])([CH3:3])([CH3:4])[O:5][C:6]([NH:7][c:8]1[c:9]([N+:15](=[O:16])[O-:17])[cH:10][c:11](-[c:20]2[c:21]([CH3:26])[cH:22][cH:23][cH:24][cH:25]2)[cH:12][cH:13]1)=[O:18]. The reactants are COC=1C(=C(C=CC1OC)CC(CC(=O)O)C)C (4-[3,4-Dimethoxy-2-methylphenyl]-3-methylbutanoicAcid), ester, ester. The solvent is C(Cl)Cl (methylene chloride). Yields the product COC=1C(=C2CC(CC(C2=CC1OC)=O)C)C (3,4-Dihydro-6,7-dimethoxy-3,5-dimethyl-1(2H)-naphthalenone). Isolated yield 83.0%. As a reaction SMILES: [CH3:1][O:2][C:3]1[C:4]([CH3:18])=[C:5]([CH2:11][CH:12]([CH3:17])[CH2:13][C:14]([OH:16])=O)[CH:6]=[CH:7][C:8]=1[O:9][CH3:10]>C(Cl)Cl>[CH3:1][O:2][C:3]1[C:4]([CH3:18])=[C:5]2[C:6](=[CH:7][C:8]=1[O:9][CH3:10])[C:14](=[O:16])[CH2:13][CH:12]([CH3:17])[CH2:11]2. Procedure details: Compound 15a (7.0 g, 27.7 mmol) was added to 35 g of polyphosphoric ester in 100 mL of methylene chloride and refluxed for 1 h. The reaction mixture was poured onto ice, stirred to hydrolyze the polyphosphoric ester, and the resulting solid was filtered and recrystallized from methanol to give 5.4 g (23.0 mmol, 83% yield) of 16a as white plates: mp 106-108° C. 1H NMR:(ppm) 7.48 (s, 1H), 3.89 (s, 3H), 3.84 (s, 3H), 2.95-2.28 (mult, 5H), 2.22 (s, 3H), 1.18 (d, 3H). Anal. (C14H18O3) C,H. Starting materials: CCN=C=NCCCN(C)C, CN(C)C=O, CCN(C(C)C)C(C)C, NC1CC1N, O=C(O)c1cc2cc(Cl)ccc2[nH]1, Cl, Cl, O, On1nnc2ccccc21. Product: NC1CC1NC(=O)c1cc2cc(Cl)ccc2[nH]1. Reaction SMILES: [CH3:13][N:14]([CH3:15])[CH2:16][CH2:17][CH2:18][N:19]=[C:20]=[N:21][CH2:22][CH3:23].[CH3:52][N:53]([CH3:54])[CH:55]=[O:56].[CH:24]([N:25]([CH:26]([CH3:27])[CH3:28])[CH2:29][CH3:30])([CH3:31])[CH3:32].[CH:34]1([NH2:38])[CH:35]([NH2:37])[CH2:36]1.[Cl:39][c:40]1[cH:41][c:42]2[cH:43][c:44]([C:49](=[O:50])[OH:51])[nH:45][c:46]2[cH:47][cH:48]1.[ClH:12].[ClH:33].[OH2:1].[OH:2][n:3]1[c:4]2[cH:5][cH:6][cH:7][cH:8][c:9]2[n:10][n:11]1>>[CH:34]1([NH:38][C:49]([c:44]2[cH:43][c:42]3[cH:41][c:40]([Cl:39])[cH:48][cH:47][c:46]3[nH:45]2)=[O:50])[CH:35]([NH2:37])[CH2:36]1. Reactants: CCN=C=NCCCN(C)C, CCN(C(C)C)C(C)C, Fc1ccc(Cl)c(OC2CCNCC2)c1, Cl, Cl, CN(C)C=O, O, On1nnc2ccccc21, O=C(O)CC(=O)Nc1ccc(-c2ccccc2)cc1. Yields the product O=C(CC(=O)N1CCC(Oc2cc(F)ccc2Cl)CC1)Nc1ccc(-c2ccccc2)cc1. As a reaction SMILES: [CH3:39][CH2:40][N:41]=[C:42]=[N:43][CH2:44][CH2:45][CH2:46][N:47]([CH3:48])[CH3:49].[CH:30]([N:31]([CH2:32][CH3:33])[CH:34]([CH3:35])[CH3:36])([CH3:37])[CH3:38].[Cl:52][c:53]1[c:54]([O:55][CH:56]2[CH2:57][CH2:58][NH:59][CH2:60][CH2:61]2)[cH:62][c:63]([F:66])[cH:64][cH:65]1.[ClH:50].[ClH:51].[O:67]=[CH:68][N:69]([CH3:70])[CH3:71].[OH2:72].[OH:20][n:21]1[c:22]2[c:23]([cH:24][cH:25][cH:26][cH:27]2)[n:28][n:29]1.[c:1]1(-[c:14]2[cH:15][cH:16][cH:17][cH:18][cH:19]2)[cH:2][cH:3][c:4]([NH:7][C:8]([CH2:9][C:10](=[O:11])[OH:12])=[O:13])[cH:5][cH:6]1>>[c:1]1(-[c:14]2[cH:15][cH:16][cH:17][cH:18][cH:19]2)[cH:2][cH:3][c:4]([NH:7][C:8]([CH2:9][C:10](=[O:12])[N:59]2[CH2:58][CH2:57][CH:56]([O:55][c:54]3[c:53]([Cl:52])[cH:65][cH:64][c:63]([F:66])[cH:62]3)[CH2:61][CH2:60]2)=[O:13])[cH:5][cH:6]1. The reactants are CCCCC1CCC(O)C1, Cc1ccc(S(=O)(=O)Cl)cc1, c1ccncc1. Product: CCCCC1CCC(OS(=O)(=O)c2ccc(C)cc2)C1. As a reaction SMILES: [CH2:1]([CH2:2][CH2:3][CH3:4])[CH:5]1[CH2:6][CH:7]([OH:10])[CH2:8][CH2:9]1.[c:11]1([CH3:21])[cH:12][cH:13][c:14]([S:17](=[O:18])(=[O:19])[Cl:20])[cH:15][cH:16]1.[cH:22]1[cH:23][cH:24][n:25][cH:26][cH:27]1>>[CH2:1]([CH2:2][CH2:3][CH3:4])[CH:5]1[CH2:6][CH:7]([O:10][S:17]([c:14]2[cH:13][cH:12][c:11]([CH3:21])[cH:16][cH:15]2)(=[O:18])=[O:19])[CH2:8][CH2:9]1.